This data is from the Open Reaction Database (ORD), a public repository of structured organic reaction records. The task is: describe an organic reaction: reactants, conditions, products, and yield Starting materials: peracid, S([O-])(O)=O.[Na+] (sodium bisulfite), ClC1=CC2=C(C=3C(CN=C2C2=C(C=CC=C2)Cl)=CNC3CC)C=C1 (8-chloro-6-(2-chlorophenyl)-1-ethyl-2H,4H-pyrrolo[3,4-d][2]benzazepine), OO (hydrogen peroxide), solution, S(O)(O)(=O)=O (sulfuric acid). Solvent: C(C)(=O)O (acetic acid). Run at time 1 hour. Product: ClC1=CC2=C(C3=C(CN=C2C2=C(C=CC=C2)Cl)C(NC3CC)=O)C=C1 (8-chloro-6-(2-chlorophenyl)-1-ethyl-1,4-dihydropyrrolo[3,4-d][2]benzazepin-3(2H)-one). Reaction SMILES: OO.S(=O)(=O)(O)O.[Cl:8][C:9]1[CH:31]=[CH:30][C:12]2[C:13]3[C:14](=[CH:25][NH:26][C:27]=3[CH2:28][CH3:29])[CH2:15][N:16]=[C:17]([C:18]3[CH:23]=[CH:22][CH:21]=[CH:20][C:19]=3[Cl:24])[C:11]=2[CH:10]=1.S(=O)(O)[O-:33].[Na+]>C(O)(=O)C>[Cl:8][C:9]1[CH:31]=[CH:30][C:12]2[C:13]3[CH:27]([CH2:28][CH3:29])[NH:26][C:25](=[O:33])[C:14]=3[CH2:15][N:16]=[C:17]([C:18]3[CH:23]=[CH:22][CH:21]=[CH:20][C:19]=3[Cl:24])[C:11]=2[CH:10]=1 |f:3.4|. Reported procedure: In one portion, 0.9 ml (7.9 mmol) of 30% hydrogen peroxide was added to 40 ml of a 1% solution of concentrated sulfuric acid in acetic acid. After stirring for 1 hour, 2.0 g (5.6 mmol) of 8-chloro-6-(2-chlorophenyl)-1-ethyl-2H,4H-pyrrolo[3,4-d][2]benzazepine were added, and the resulting mixture was stirred for 20 minutes. The excess peracid was discharged by the addition of saturated aqueous sodium bisulfite solution, and the mixture was concentrated at reduced pressure. The residue was partiti... Reactants: S=C(n1ccnc1)n1ccnc1, CCCCCCC, COCCOC, ClC(Cl)Cl, O=[N+]([O-])c1ccccc1N1CCN(Cc2ccccc2)CCN1. Reaction SMILES: [C:24](=[S:25])([n:26]1[cH:27][cH:28][n:29][cH:30]1)[n:31]1[cH:32][cH:33][n:34][cH:35]1.[CH3:36][CH2:37][CH2:38][CH2:39][CH2:40][CH2:41][CH3:42].[CH3:47][O:48][CH2:49][CH2:50][O:51][CH3:52].[CH:43]([Cl:44])([Cl:45])[Cl:46].[N+:1]([O-:2])(=[O:3])[c:4]1[c:5]([N:10]2[NH:11][CH2:12][CH2:13][N:14]([CH2:17][c:18]3[cH:19][cH:20][cH:21][cH:22][cH:23]3)[CH2:15][CH2:16]2)[cH:6][cH:7][cH:8][cH:9]1>>[NH:1]1[c:4]2[c:5]([cH:6][cH:7][cH:8][cH:9]2)[N:10]2[N:11]([CH2:12][CH2:13][N:14]([CH2:17][c:18]3[cH:19][cH:20][cH:21][cH:22][cH:23]3)[CH2:15][CH2:16]2)[C:24]1=[S:25]. The product is S=C1Nc2ccccc2N2CCN(Cc3ccccc3)CCN12. As a reaction SMILES: C[N:2](CC1C=CC=CC=1)[CH2:3][C:4]#C.O=[C:14]1O[C@H:19]([C@H:21]([CH2:23][OH:24])[OH:22])[C:17](O)=[C:15]1O>>[NH2:2][CH2:3][CH2:4][C:17]1[CH:15]=[CH:14][C:23]([OH:24])=[C:21]([OH:22])[CH:19]=1. Procedure details: Uptake reaction was performed using each well of a 96-well round-bottom plate and a 200 μl volume in total of a solution containing pargyline (final concentration: 10 μM) and ascorbic acid (final concentration: 0.2 mg/ml). The reactants are CN(CC#C)CC=1C=CC=CC1 (pargyline), O=C1C(O)=C(O)[C@H](O1)[C@@H](O)CO (ascorbic acid). The product is NCCC1=CC(O)=C(O)C=C1 (Dopamine). Reactants: [Cl-].[NH4+] (ammonium chloride), C1(=C(C=CC=C1)NS(=O)(=O)C1=CC=CC=C1)C (N-o-tolyl-benzenesulfonamide), C(CCC)[Li] (n-butyllithium), COC=1C=C(C=O)C=C2C1OCO2 (3-methoxy-4,5-methylenedioxybenzaldehyde). Solvent: O1CCCC1 (tetrahydrofuran), O1CCCC1 (tetrahydrofuran). Run at temperature -72 celsius, time 3 hour. Product: OC(C1=C(C=CC=C1)S(=O)(=O)NC1=C(C=CC=C1)C)C1=CC2=C(OCO2)C(=C1)OC (2-[Hydroxy-(7-methoxy-benzo[1,3]dioxol-5-yl)-methyl]-N-o-tolyl-benzenesulfonamide). The yield is 48.6%. As a reaction SMILES: [C:1]1([CH3:17])[CH:6]=[CH:5][CH:4]=[CH:3][C:2]=1[NH:7][S:8]([C:11]1[CH:16]=[CH:15][CH:14]=[CH:13][CH:12]=1)(=[O:10])=[O:9].C([Li])CCC.[CH3:23][O:24][C:25]1[CH:26]=[C:27]([CH:30]=[C:31]2[O:35][CH2:34][O:33][C:32]=12)[CH:28]=[O:29].[Cl-].[NH4+]>O1CCCC1>[OH:29][CH:28]([C:27]1[CH:26]=[C:25]([O:24][CH3:23])[C:32]2[O:33][CH2:34][O:35][C:31]=2[CH:30]=1)[C:16]1[CH:15]=[CH:14][CH:13]=[CH:12][C:11]=1[S:8]([NH:7][C:2]1[CH:3]=[CH:4][CH:5]=[CH:6][C:1]=1[CH3:17])(=[O:9])=[O:10] |f:3.4|. Procedure details: To tetrahydrofuran (200 mL) was added N-o-tolyl-benzenesulfonamide (4.95 g, 20 mmol). After cooling to −72° C., a solution of n-butyllithium (1.6 M, 25 mL in hexane) was added, and the mixture was stirred for 3 hours at −72° C. A solution of 3-methoxy-4,5-methylenedioxybenzaldehyde (3.60 g, 20 mmol) in tetrahydrofuran (70 mL) was added, and the mixture was stirred and warmed to 0° C. over 1.5 hours. The mixture was poured into 200-mL saturated ammonium chloride solution, and the organic phase wa... Starting materials: COC1=CC(=C(C(=C1)C)S(=O)(=O)N(C)CC1=CC(=CO1)C(=O)O)C (5-({[(4-methoxy-2,6-dimethylphenyl)sulfonyl](methyl)amino}methyl)furan-3-carboxylic acid), CCN(C(C)C)C(C)C (DIPEA), Cl.Cl.COC1CN(C1)CC1=CC=C(C=C1)CNC (1-{4-[(3-methoxyazetidin-1-yl)methyl]phenyl}-N-methylmethanamine dihydro chloride), CCN=C=NCCCN(C)C (EDCI), C=1C=CC2=C(C1)N=NN2O (HOBt). Solvent: C(Cl)Cl (DCM). The product is COC1CN(C1)CC1=CC=C(CN(C(=O)C2=COC(=C2)CN(C)S(=O)(=O)C2=C(C=C(C=C2C)OC)C)C)C=C1 (N-{4-[(3-Methoxyazetidin-1-yl)methyl]benzyl}-5-({[(4-methoxy-2,6-dimethylphenyl)sulfonyl](methyl)amino}methyl)-N-methylfuran-3-carboxamide). As a reaction SMILES: [CH3:1][O:2][C:3]1[CH:8]=[C:7]([CH3:9])[C:6]([S:10]([N:13]([CH2:15][C:16]2[O:20][CH:19]=[C:18]([C:21](O)=[O:22])[CH:17]=2)[CH3:14])(=[O:12])=[O:11])=[C:5]([CH3:24])[CH:4]=1.CCN=C=NCCCN(C)C.C1C=CC2N(O)N=NC=2C=1.CCN(C(C)C)C(C)C.Cl.Cl.[CH3:57][O:58][CH:59]1[CH2:62][N:61]([CH2:63][C:64]2[CH:69]=[CH:68][C:67]([CH2:70][NH:71][CH3:72])=[CH:66][CH:65]=2)[CH2:60]1>C(Cl)Cl>[CH3:57][O:58][CH:59]1[CH2:62][N:61]([CH2:63][C:64]2[CH:69]=[CH:68][C:67]([CH2:70][N:71]([CH3:72])[C:21]([C:18]3[CH:17]=[C:16]([CH2:15][N:13]([S:10]([C:6]4[C:5]([CH3:24])=[CH:4][C:3]([O:2][CH3:1])=[CH:8][C:7]=4[CH3:9])(=[O:12])=[O:11])[CH3:14])[O:20][CH:19]=3)=[O:22])=[CH:66][CH:65]=2)[CH2:60]1 |f:4.5.6|. Procedure details: The title compound was prepared according to general procedure BH using 5-({[(4-methoxy-2,6-dimethylphenyl)sulfonyl](methyl)amino}methyl)furan-3-carboxylic acid (40 mg, 0.11 mmol), EDCI (29 mg, 0.15 mmol), HOBt (22 mg, 0.16 mmol), DIPEA (0.04 mL, 0.22 mmol), 1-{4-[(3-methoxyazetidin-1-yl)methyl]phenyl}-N-methylmethanamine dihydro chloride (35 mg, 0.13 mmol) and DCM (5 mL). Product: C(C)(C)(C)O[C@H](C(=O)OCC)C=1C(=C2C=CC(=NC2=CC1C)CN(C)C)C1=CCCCC1 ((S)-Ethyl 2-tert-Butoxy-2-(5-cyclohexenyl-2-((dimethylamino)methyl)-7-methylquinolin-6-yl)acetate). Procedure: (S)-Ethyl 2-tert-Butoxy-2-(5-cyclohexenyl-2-((dimethylamino)methyl)-7-methylquinolin-6-yl)acetate was prepared following the procedure used to prepare compound (S)-ethyl 2-tert-butoxy-2-((R)-5-(2,3-dihydropyrano[4,3,2-de]quinolin-7-yl)-2-((dimethylamino)methyl)-7-methylquinolin-6-yl)acetate of Example 20 except that (S)-ethyl 2-tert-butoxy-2-(5-cyclohexenyl-2-(hydroxymethyl)-7-methylquinolin-6-yl)acetate was used instead of (S)-ethyl 2-tert-butoxy-2-((R)-5-(2,3-dihydropyrano[4,3,2-de]quinolin-7-... Reaction SMILES: BrC1C([C@H](OC(C)(C)C)C(OCC)=O)=C(C)C=[C:8]2C=1C=C[C:6](C)=[N+:7]2[O-].[C:26]([O:30][C@@H:31]([C:37]1[C:38]([C:50]2[CH2:55][CH2:54][CH2:53][CH2:52][CH:51]=2)=[C:39]2[C:44](=[CH:45][C:46]=1[CH3:47])[N:43]=[C:42]([CH2:48]O)[CH:41]=[CH:40]2)[C:32]([O:34][CH2:35][CH3:36])=[O:33])([CH3:29])([CH3:28])[CH3:27]>>[C:26]([O:30][C@@H:31]([C:37]1[C:38]([C:50]2[CH2:55][CH2:54][CH2:53][CH2:52][CH:51]=2)=[C:39]2[C:44](=[CH:45][C:46]=1[CH3:47])[N:43]=[C:42]([CH2:48][N:7]([CH3:8])[CH3:6])[CH:41]=[CH:40]2)[C:32]([O:34][CH2:35][CH3:36])=[O:33])([CH3:29])([CH3:27])[CH3:28]. The reactants are BrC1=C2C=CC(=[N+](C2=CC(=C1[C@@H](C(=O)OCC)OC(C)(C)C)C)[O-])C ((S)-5-bromo-6-(1-tert-butoxy-2-ethoxy-2-oxoethyl)-2,7-dimethylquinoline 1-oxide), C(C)(C)(C)O[C@H](C(=O)OCC)C=1C(=C2C=CC(=NC2=CC1C)CO)C1=CCCCC1 ((S)-ethyl 2-tert-butoxy-2-(5-cyclohexenyl-2-(hydroxymethyl)-7-methylquinolin-6-yl)acetate). Reactants: 3-carboxycephem, C1(=CC=CC=C1)CC(=O)NC1[C@@H]2N(C(=C(CS2)C(=O)Cl)C(=O)OC(C2=CC=CC=C2)C2=CC=CC=C2)C1=O (benzhydryl 7-phenylacetamido-3-chlorocarbonyl-3-cephem-4-carboxylate), C(CCC)[Li] (n-butyllithium), C(CCC)[Li] (n-butyllithium), C1(=CC=CC=C1)CC(=O)NC1[C@@H]2N(C(=C(CS2)C(=O)Cl)C(=O)OC(C2=CC=CC=C2)C2=CC=CC=C2)C1=O (benzhydryl 7-phenylacetamido-3-chlorocarbonyl-3-cephem-4-carboxylate), Cl (hydrochloric acid), O1CCCC1 (tetrahydrofuran). Run in C(C)(=O)OCC (Ethyl acetate). Reaction conditions: temperature 0 celsius, time 5 minute. The product is C1(=CC=CC=C1)CC(=O)NC1[C@@H]2N(C(=C(CS2)C(CCCC)=O)C(=O)OC(C2=CC=CC=C2)C2=CC=CC=C2)C1=O (benzhydryl 7-phenylacetamido-3-valeroyl-3-cephem-4-carboxylate). As a reaction SMILES: [C:1]1([CH2:7][C:8]([NH:10][CH:11]2[C:37](=[O:38])[N:13]3[C:14]([C:21]([O:23][CH:24]([C:31]4[CH:36]=[CH:35][CH:34]=[CH:33][CH:32]=4)[C:25]4[CH:30]=[CH:29][CH:28]=[CH:27][CH:26]=4)=[O:22])=[C:15]([C:18](Cl)=[O:19])[CH2:16][S:17][C@H:12]23)=[O:9])[CH:6]=[CH:5][CH:4]=[CH:3][CH:2]=1.[CH2:39]([Li])[CH2:40][CH2:41][CH3:42].O1CCCC1.Cl>C(OCC)(=O)C>[C:1]1([CH2:7][C:8]([NH:10][CH:11]2[C:37](=[O:38])[N:13]3[C:14]([C:21]([O:23][CH:24]([C:31]4[CH:36]=[CH:35][CH:34]=[CH:33][CH:32]=4)[C:25]4[CH:30]=[CH:29][CH:28]=[CH:27][CH:26]=4)=[O:22])=[C:15]([C:18](=[O:19])[CH2:39][CH2:40][CH2:41][CH3:42])[CH2:16][S:17][C@H:12]23)=[O:9])[CH:6]=[CH:5][CH:4]=[CH:3][CH:2]=1. Procedure details: The reaction of these carbanionic reagents with activated 3-carboxycephem intermediates (acid chlorides and mixed anhydrides) is carried out under the same conditions as discussed hereinabove for the process of this invention. A typical procedure is illustrated by reaction of benzhydryl 7-phenylacetamido-3-chlorocarbonyl-3-cephem-4-carboxylate with n-butyllithium. A ethereal solution of 3 equivalents of n-butyllithium is added to a solution of 1 mmole of benzhydryl 7-phenylacetamido-3-chlorocarb...